Dataset: the Open Reaction Database (ORD), a public repository of structured organic reaction records. Task: describe an organic reaction: reactants, conditions, products, and yield Reactants: N12CCN(C(CC1)CC2)C=2C=C(C(=O)OC)C(=CN2)[N+](=O)[O-] (Methyl 2-(1,4-diazabicyclo[3.2.2]nonan-4-yl)5-nitroisonicotinate), N12CCN(C(CC1)CC2)C=2C=C(C(=O)OC)C(=CN2)[N+](=O)[O-] (Methyl 2-(1,4-diazabicyclo[3.2.2]nonan-4-yl)5-nitroisonicotinate), [OH-].[Li+] (lithium hydroxide), CO (methanol), O (water). Run in O1CCCC1 (tetrahydrofuran). Reaction conditions: time 8 hour. Yields the product N12CCN(C(CC1)CC2)C=2C=C(C(=O)O)C(=CN2)[N+](=O)[O-] (2-(1,4-diazabicyclo[3.2.2]nonan-4-yl)-5-nitroisonicotinic acid). Yield: 55.6%. As a reaction SMILES: [N:1]12[CH2:9][CH2:8][CH:5]([CH2:6][CH2:7]1)[N:4]([C:10]1[CH:11]=[C:12]([C:17]([N+:20]([O-:22])=[O:21])=[CH:18][N:19]=1)[C:13]([O:15]C)=[O:14])[CH2:3][CH2:2]2.[OH-].[Li+].CO.O>O1CCCC1>[N:1]12[CH2:9][CH2:8][CH:5]([CH2:6][CH2:7]1)[N:4]([C:10]1[CH:11]=[C:12]([C:17]([N+:20]([O-:22])=[O:21])=[CH:18][N:19]=1)[C:13]([OH:15])=[O:14])[CH2:3][CH2:2]2 |f:1.2|. Reported procedure: To a solution of methyl 2-(1,4-diazabicyclo[3.2.2]nonan-4-yl)5-nitroisonicotinate (Intermediate 27A) (6.0 g, 19.6 mmol) in tetrahydrofuran (15 mL) under nitrogen was added lithium hydroxide (2.47 g, 58.8 mmol), methanol (10 mL) and water (15 mL), reaction then stirred overnight. The reaction mixture was concentrated and purified by a 50 g silica column eluting with 10-40% methanol in DCM to afford 2-(1,4-diazabicyclo[3.2.2]nonan-4-yl)-5-nitroisonicotinic acid (3.2 g, 10.9 mmol). The reactants are O (water), [Cl-].[Na+] (sodium chloride), FC(OC1=CC2=C(NC(CCS2)=O)C=C1)(F)F (8-trifluoromethoxy-2,3-dihydro-5H-[1,5]benzothiazepin-4-one), solution, [AlH4-].[Li+] (lithium tetrahydroaluminate). The solvent is C(C)(=O)OCC (ethyl acetate), O1CCCC1 (tetrahydrofuran), O1CCCC1 (tetrahydrofuran). Reaction conditions: temperature 20 celsius, time 2 hour. The product is FC(OC1=CC2=C(NCCCS2)C=C1)(F)F (8-trifluoromethoxy-2,3,4,5-tetrahydro-[1,5]benzothiazepine). Yield: 84.5%. Reaction SMILES: [F:1][C:2]([F:17])([F:16])[O:3][C:4]1[CH:15]=[CH:14][C:7]2[NH:8][C:9](=O)[CH2:10][CH2:11][S:12][C:6]=2[CH:5]=1.[AlH4-].[Li+].O.[Cl-].[Na+]>O1CCCC1.C(OCC)(=O)C>[F:17][C:2]([F:1])([F:16])[O:3][C:4]1[CH:15]=[CH:14][C:7]2[NH:8][CH2:9][CH2:10][CH2:11][S:12][C:6]=2[CH:5]=1 |f:1.2,4.5|. Procedure: 8-Trifluoromethoxy-2,3,4,5-tetrahydro-[1,5]-enzothiazepine may be prepared in the following manner: a solution of 2.5 g of 8-trifluoromethoxy-2,3-dihydro-5H-[1,5]benzothiazepin-4-one in 25 ml of tetrahydrofuran is added dropwise over 15 minutes to 21.4 ml of an approximately 0.5 M solution of lithium tetrahydroaluminate in tetrahydrofuran, kept under argon at 5° C. The reaction mixture is then stirred for 2 hours at 20° C. and 500 ml of distilled water, 100 ml of ethyl acetate and 100 ml of a sa... Reactants: COc1cc(Br)c2c(c1)C1CN(C)CC(COS(C)(=O)=O)C1CO2, CCS, [Li]CCCC, CCOC(C)=O, CC(C)O, Cl, C1CCOC1, O. The product is CCSCC1CN(C)CC2c3cc(OC)cc(Br)c3OCC12. As a reaction SMILES: [Br:9][c:10]1[cH:11][c:12]([O:31][CH3:32])[cH:13][c:14]2[c:15]1[O:16][CH2:17][CH:18]1[CH:19]2[CH2:20][N:21]([CH3:30])[CH2:22][CH:23]1[CH2:24][O:25][S:26]([CH3:27])(=[O:28])=[O:29].[CH2:1]([CH3:2])[SH:3].[CH2:4]([Li:5])[CH2:6][CH2:7][CH3:8].[CH3:34][CH2:35][O:36][C:37](=[O:38])[CH3:39].[CH:45]([OH:46])([CH3:47])[CH3:48].[ClH:33].[O:40]1[CH2:41][CH2:42][CH2:43][CH2:44]1.[OH2:49]>>[CH2:1]([CH3:2])[S:3][CH2:24][CH:23]1[CH:18]2[CH2:17][O:16][c:15]3[c:10]([Br:9])[cH:11][c:12]([O:31][CH3:32])[cH:13][c:14]3[CH:19]2[CH2:20][N:21]([CH3:30])[CH2:22]1. The reactants are O=C([O-])[O-], CC(=O)Nc1ccc2ccccc2c1Cl, Cl, [Na+], [Na+]. RXN SMILES: [C:16](=[O:17])([O-:18])[O-:19].[Cl:1][c:2]1[c:3]([NH:12][C:13](=[O:14])[CH3:15])[cH:4][cH:5][c:6]2[cH:7][cH:8][cH:9][cH:10][c:11]12.[ClH:22].[Na+:20].[Na+:21]>>[Cl:1][c:2]1[c:3]([NH2:12])[cH:4][cH:5][c:6]2[cH:7][cH:8][cH:9][cH:10][c:11]12. The product is Nc1ccc2ccccc2c1Cl. Reactants: C(#N)C1=CC2=C(OC(C=C2N2C(C=C(C=C2)C(CCO[Si](C)(C)C(C)(C)C)OC(=S)OC2=CC=CC=C2)=O)(C)C)C=C1 (6-cyano-2,2-dimethyl-4-{1,2-dihydro-2-oxo-4-(1-phenoxythiocarbonyloxy-3-t-butyldimethylsilyloxypropyl)-1-pyridinyl}-2H-benzo[ b]pyran), N(=NC(C#N)(C)C)C(C#N)(C)C (2,2'-azobisisobutyronitrile), C(CCC)[SnH](CCCC)CCCC (tri-n-butyltin hydride). Run in C1(=CC=CC=C1)C (toluene). Yields the product C(#N)C1=CC2=C(OC(C=C2N2C(C=C(C=C2)CCCO[Si](C)(C)C(C)(C)C)=O)(C)C)C=C1 (6-cyano-2,2-dimethyl-4-{1,2-dihydro-2-oxo-4-(3-t-butyldimethylsilyloxypropyl)-1-pyridinyl}-2H-benzo[b]pyran). The yield is 92.5%. RXN SMILES: [C:1]([C:3]1[CH:42]=[CH:41][C:6]2[O:7][C:8]([CH3:40])([CH3:39])[CH:9]=[C:10]([N:11]3[CH:16]=[CH:15][C:14]([CH:17](OC(OC4C=CC=CC=4)=S)[CH2:18][CH2:19][O:20][Si:21]([C:24]([CH3:27])([CH3:26])[CH3:25])([CH3:23])[CH3:22])=[CH:13][C:12]3=[O:38])[C:5]=2[CH:4]=1)#[N:2].N(C(C)(C)C#N)=NC(C)(C)C#N.C([SnH](CCCC)CCCC)CCC>C1(C)C=CC=CC=1>[C:1]([C:3]1[CH:42]=[CH:41][C:6]2[O:7][C:8]([CH3:40])([CH3:39])[CH:9]=[C:10]([N:11]3[CH:16]=[CH:15][C:14]([CH2:17][CH2:18][CH2:19][O:20][Si:21]([C:24]([CH3:25])([CH3:26])[CH3:27])([CH3:23])[CH3:22])=[CH:13][C:12]3=[O:38])[C:5]=2[CH:4]=1)#[N:2]. Procedure: In 40 ml of anhydrous toluene, is dissolved 1.20 g of 6-cyano-2,2-dimethyl-4-{1,2-dihydro-2-oxo-4-(1-phenoxythiocarbonyloxy-3-t-butyldimethylsilyloxypropyl)-1-pyridinyl}-2H-benzo[b]pyran obtained in Example 39. Then, 0.66 g of 2,2'-azobisisobutyronitrile and 1.16 g of tri-n-butyltin hydride are added at room temperature and reacted at 100° C. for 30 minutes. After the reaction, the reaction mixture is directly purified by silica gel column chromatography using 1/1 mixture of ethyl acetate/n-hexa...